This data is from the Open Reaction Database (ORD), a public repository of structured organic reaction records. The task is: describe an organic reaction: reactants, conditions, products, and yield Reactants: Oc1ccc(OC(F)(F)F)cc1Br, CC(C)Br, CCOC(C)=O, CN(C)C=O, [K+], [K+], O=C([O-])[O-]. The product is CC(C)Oc1ccc(OC(F)(F)F)cc1Br. Reaction SMILES: [Br:1][c:2]1[c:3]([OH:13])[cH:4][cH:5][c:6]([O:8][C:9]([F:10])([F:11])[F:12])[cH:7]1.[Br:20][CH:21]([CH3:22])[CH3:23].[CH3:24][CH2:25][O:26][C:27](=[O:28])[CH3:29].[CH3:30][N:31]([CH3:32])[CH:33]=[O:34].[K+:14].[K+:15].[O-:16][C:17]([O-:18])=[O:19]>>[Br:1][c:2]1[c:3]([O:13][CH:21]([CH3:22])[CH3:23])[cH:4][cH:5][c:6]([O:8][C:9]([F:10])([F:11])[F:12])[cH:7]1. Product: OC1N(C(N(C1O)C)=O)C (4,5-Dihydroxy-1,3-dimethyl-2-imidazolidinone). Reactants: C(=O)(NC)NC (Dimethylurea), C(=O)C=O (glyoxal), [OH-].[Na+] (sodium hydroxide). Procedure details: Dimethylurea (2-moles, 176 parts) and glyoxal (2 moles, 290 parts of 40% aqueous solution) are mixed and the pH adjusted to 7 with sodium hydroxide. The reaction mixture is stirred at room temperature for several hours and the resulting white solid is filtered, washed with methanol and dried. White crystals, melting point 140° C. are obtained in fine yield. RXN SMILES: [C:1]([NH:5][CH3:6])([NH:3][CH3:4])=[O:2].[CH:7]([CH:9]=[O:10])=[O:8].[OH-].[Na+]>>[OH:8][CH:7]1[CH:9]([OH:10])[N:5]([CH3:6])[C:1](=[O:2])[N:3]1[CH3:4] |f:2.3|. Reactants: C(C)C1C(CC(C(C(OC(C2CCCCN2C(C(C2(C(CC(C(C(CC(CC(=C1)C)C)OC)O2)OC)C)O)=O)=O)=O)C(=CC2CC(C(CC2)OC2=CC1=CC=CC=C1C=C2)O)C)C)O)=O (17-ethyl-1,14-dihydroxy-12-[2'-(4"-(napth-2-yloxy)-3"-hydroxycyclohexyl)-1'-methylvinyl]-23,25-dimethoxy-13,19,21,27-tetramethyl-11,28-dioxa-4-azatricyclo[22.3.1.04,9 ]octacos-18-ene-2,3,10,16-tetraone), ClC(C(OCC=C)=N)(Cl)Cl (allyl trichloroacetimidate), FC(S(=O)(=O)O)(F)F (trifluoromethanesulfonic acid). Run in C(Cl)Cl.C1CCCCC1 (methylene chloride cyclohexane). Product: C(C)C1C(CC(C(C(OC(C2CCCCN2C(C(C2(C(CC(C(C(CC(CC(=C1)C)C)OC)O2)OC)C)O)=O)=O)=O)C(=CC2CC(C(CC2)OC2=CC1=CC=CC=C1C=C2)OCC=C)C)C)O)=O (17-Ethyl-1,14-dihydroxy-12-[2'-(4"-(napth-2-yloxy)-3"-allyloxycyclohexyl)-1'-methylvinyl]-23,25-dimethoxy-13,19,21,27-tetramethyl-11,28-dioxa-4-azatricyclo[22.3.1.04,9 ]octacos-18-ene-2,3,10,16-tetraone). Reaction SMILES: [CH2:1]([CH:3]1[CH:29]=[C:28]([CH3:30])[CH2:27][CH:26]([CH3:31])[CH2:25][CH:24]([O:32][CH3:33])[CH:23]2[O:34][C:19]([OH:38])([CH:20]([CH3:37])[CH2:21][CH:22]2[O:35][CH3:36])[C:18](=[O:39])[C:17](=[O:40])[N:16]2[CH:11]([CH2:12][CH2:13][CH2:14][CH2:15]2)[C:10](=[O:41])[O:9][CH:8]([C:42]([CH3:62])=[CH:43][CH:44]2[CH2:49][CH2:48][CH:47]([O:50][C:51]3[CH:60]=[CH:59][C:58]4[C:53](=[CH:54][CH:55]=[CH:56][CH:57]=4)[CH:52]=3)[CH:46]([OH:61])[CH2:45]2)[CH:7]([CH3:63])[CH:6]([OH:64])[CH2:5][C:4]1=[O:65])[CH3:2].ClC(Cl)(Cl)C(=N)O[CH2:70][CH:71]=[CH2:72].FC(F)(F)S(O)(=O)=O>C(Cl)Cl.C1CCCCC1>[CH2:1]([CH:3]1[CH:29]=[C:28]([CH3:30])[CH2:27][CH:26]([CH3:31])[CH2:25][CH:24]([O:32][CH3:33])[CH:23]2[O:34][C:19]([OH:38])([CH:20]([CH3:37])[CH2:21][CH:22]2[O:35][CH3:36])[C:18](=[O:39])[C:17](=[O:40])[N:16]2[CH:11]([CH2:12][CH2:13][CH2:14][CH2:15]2)[C:10](=[O:41])[O:9][CH:8]([C:42]([CH3:62])=[CH:43][CH:44]2[CH2:49][CH2:48][CH:47]([O:50][C:51]3[CH:60]=[CH:59][C:58]4[C:53](=[CH:54][CH:55]=[CH:56][CH:57]=4)[CH:52]=3)[CH:46]([O:61][CH2:72][CH:71]=[CH2:70])[CH2:45]2)[CH:7]([CH3:63])[CH:6]([OH:64])[CH2:5][C:4]1=[O:65])[CH3:2] |f:3.4|. Reported procedure: To a solution of 17-ethyl-1,14-dihydroxy-12-[2'-(4"-(napth-2-yloxy)-3"-hydroxycyclohexyl)-1'-methylvinyl]-23,25-dimethoxy-13,19,21,27-tetramethyl-11,28-dioxa-4-azatricyclo[22.3.1.04,9 ]octacos-18-ene-2,3,10,16-tetraone in 33% methylene chloride/cyclohexane is added 1.5 equivalents of allyl trichloroacetimidate, and the reagents are allowed to mix for 5 minutes. A catalytic amount of trifluoromethanesulfonic acid is then added slowly via syringe and the mixture is stirred at room temperature. Aft... Starting materials: Cl.NO (hydroxylamine hydrochloride), C(C)(=O)[O-].[Na+] (sodium acetate), CC1(C(C(CCC1)(C)C)=O)C (2,2,6,6-tetramethylcyclohexanone). Run in O (water), CO (MeOH). The product is CC1(C(C(CCC1)(C)C)=NO)C (2,2,6,6-Tetramethylcyclohexanone-oxime). The yield is 32.2%. As a reaction SMILES: Cl.[NH2:2][OH:3].C([O-])(=O)C.[Na+].[CH3:9][C:10]1([CH3:19])[CH2:15][CH2:14][CH2:13][C:12]([CH3:17])([CH3:16])[C:11]1=O>O.CO>[CH3:9][C:10]1([CH3:19])[CH2:15][CH2:14][CH2:13][C:12]([CH3:17])([CH3:16])[C:11]1=[N:2][OH:3] |f:0.1,2.3|. Procedure: A solution of 2.3 g of hydroxylamine hydrochloride and 3.6 g of sodium acetate in 20 ml of water is added at RT to a solution of 3.4 g of 2,2,6,6-tetramethylcyclohexanone in 20 ml of MeOH and the reaction mixture is then refluxed for 48 hours. After cooling to RT, the precipitate formed is filtered off, washed with water and dried under vacuum to give 1.2 g of the expected product.